Dataset: the Open Reaction Database (ORD), a public repository of structured organic reaction records. Task: describe an organic reaction: reactants, conditions, products, and yield Reactants: COc1ccc2c(c1)Sc1ccc(SC)cc1C(O)C2, [Ca+2], [Cl-], [Cl-], Cl, c1ccccc1. Product: COc1ccc2c(c1)Sc1ccc(SC)cc1C(Cl)C2. As a reaction SMILES: [CH3:1][O:2][c:3]1[cH:4][cH:5][c:6]2[c:7]([cH:20]1)[S:8][c:9]1[c:10]([cH:14][c:15]([S:18][CH3:19])[cH:16][cH:17]1)[CH:11]([OH:13])[CH2:12]2.[Ca+2:23].[Cl-:21].[Cl-:22].[ClH:24].[cH:25]1[cH:26][cH:27][cH:28][cH:29][cH:30]1>>[CH3:1][O:2][c:3]1[cH:4][cH:5][c:6]2[c:7]([cH:20]1)[S:8][c:9]1[c:10]([cH:14][c:15]([S:18][CH3:19])[cH:16][cH:17]1)[CH:11]([Cl:21])[CH2:12]2. Reactants: N1(CCCC1)C1=C(C#N)C=C(C=C1)B1OC(C(O1)(C)C)(C)C (Pyrrolidin-1-yl-5-(4,4,5,5-tetramethyl-[1,3,2]dioxaborolan-2-yl)-benzonitrile), ClC1=NC=CC(=N1)Cl (2,4-dichloropyrimidine), C([O-])([O-])=O.[Na+].[Na+] (sodium carbonate). Reagents/catalysts: C=1C=CC(=CC1)[P](C=2C=CC=CC2)(C=3C=CC=CC3)[Pd]([P](C=4C=CC=CC4)(C=5C=CC=CC5)C=6C=CC=CC6)([P](C=7C=CC=CC7)(C=8C=CC=CC8)C=9C=CC=CC9)[P](C=1C=CC=CC1)(C=1C=CC=CC1)C=1C=CC=CC1 (tetrakis(triphenylphosphine)palladium(0)). The solvent is O1CCOCC1.O (1,4-dioxane H2O). Reaction conditions: temperature 100 celsius. The product is ClC1=NC=CC(=N1)C=1C=CC(=C(C#N)C1)N1CCCC1 (5-(2-chloro-pyrimidin-4-yl)-2-pyrrolidin-1-yl-benzonitrile). The yield is 381.1%. Reaction SMILES: [N:1]1([C:6]2[CH:13]=[CH:12][C:11](B3OC(C)(C)C(C)(C)O3)=[CH:10][C:7]=2[C:8]#[N:9])[CH2:5][CH2:4][CH2:3][CH2:2]1.[Cl:23][C:24]1[N:29]=[C:28](Cl)[CH:27]=[CH:26][N:25]=1.C(=O)([O-])[O-].[Na+].[Na+]>O1CCOCC1.O.C1C=CC([P]([Pd]([P](C2C=CC=CC=2)(C2C=CC=CC=2)C2C=CC=CC=2)([P](C2C=CC=CC=2)(C2C=CC=CC=2)C2C=CC=CC=2)[P](C2C=CC=CC=2)(C2C=CC=CC=2)C2C=CC=CC=2)(C2C=CC=CC=2)C2C=CC=CC=2)=CC=1>[Cl:23][C:24]1[N:29]=[C:28]([C:11]2[CH:12]=[CH:13][C:6]([N:1]3[CH2:2][CH2:3][CH2:4][CH2:5]3)=[C:7]([CH:10]=2)[C:8]#[N:9])[CH:27]=[CH:26][N:25]=1 |f:2.3.4,5.6,^1:47,49,68,87|. Procedure details: Pyrrolidin-1-yl-5-(4,4,5,5-tetramethyl-[1,3,2]dioxaborolan-2-yl)-benzonitrile (200 mg, 0.67 mmol), 2,4-dichloropyrimidine (120 mg, 0.81 mmol), tetrakis(triphenylphosphine)palladium(0) (78 mg, 0.07 mmol, 10 mol %) and sodium carbonate (213 mg, 2.01 mmol) were diluted with 1:1 1,4-dioxane-H2O (4.0 mL). The mixture was then heated at 100° C. in the microwave (300 W, stirring) for 10 minutes. The reaction was repeated four more times. The reaction mixtures were combined and the solvents evaporated i... Reactants: CC(C)(C)OC(=O)N1CCC(c2ccccc2)C1C(=O)O, C1CCOC1. Yields the product CC(C)(C)OC(=O)N1CCC(c2ccccc2)C1CO. Reaction SMILES: [C:1]([CH3:2])([CH3:3])([CH3:4])[O:5][C:6](=[O:7])[N:8]1[CH:9]([C:19](=[O:20])[OH:21])[CH:10]([c:13]2[cH:14][cH:15][cH:16][cH:17][cH:18]2)[CH2:11][CH2:12]1.[CH2:22]1[O:23][CH2:24][CH2:25][CH2:26]1>>[C:1]([CH3:2])([CH3:3])([CH3:4])[O:5][C:6](=[O:7])[N:8]1[CH:9]([CH2:19][OH:20])[CH:10]([c:13]2[cH:14][cH:15][cH:16][cH:17][cH:18]2)[CH2:11][CH2:12]1. The reactants are 1,4-diisocyanate, N(=C=O)C1CC(CC(C1)(CN=C=O)C)(C)C (1-isocyanato-3,3,5-trimethyl-5-isocyanatomethylcyclohexane), C1(=CC=C(C=C1)N=C=O)N=C=O (1,4-phenylene diisocyanate), C1=CC(=CC=C1CC2=CC=C(C=C2)N=C=O)N=C=O (4,4′-diphenylmethane diisocyanate), 1,3- and 1,4-phenylene diisocyanate, 2,4- and 2,6-toluylene diisocyanate, diphenylmethane-2,4′, 1,12-didecane diisocyanate, cyclobutane-1,3-diisocyanate, polyisocyanates, C(CCCCCN=C=O)N=C=O (hexamethylene diisocyanate), cyclohexane-1,3. Yields the product polyisocyanates, N(C1=CC=CC=C1)C=O (aniline-formaldehyde). Reaction SMILES: [CH2:1](N=C=O)[CH2:2][CH2:3][CH2:4][CH2:5][CH2:6][N:7]=[C:8]=[O:9].N(C1CC(C)(CN=C=O)CC(C)(C)C1)=C=O.C1(N=C=O)C=CC(N=C=O)=CC=1.C1C(CC2C=CC(N=C=O)=CC=2)=CC=C(N=C=O)C=1>>[NH:7]([CH:8]=[O:9])[C:6]1[CH:5]=[CH:4][CH:3]=[CH:2][CH:1]=1. Procedure: Exemplary polyisocyanates are hexamethylene diisocyanate, 1,12-didecane diisocyanate, cyclobutane-1,3-diisocyanate, cyclohexane-1,3- and -1,4-diisocyanate and any mixture of these isomers, 1-isocyanato-3,3,5-trimethyl-5-isocyanatomethylcyclohexane, hexahydro-1,3- and/or -1,4-phenylene diisocyanate, perhydro-2,4′- and/or -4,4′-diphenylmethane diisocyanate, 1,3- and 1,4-phenylene diisocyanate, 2,4- and 2,6-toluylene diisocyanate and any mixture of these isomers, diphenylmethane-2,4′- and/or -4,4′-... The reactants are C(C)C1=NC=CC=C1 (2-ethyl-pyridine), ClN1C(N(C(N(C1=O)Cl)=O)Cl)=O (trichloroisocyanuric acid). The solvent is C(CCl)Cl (ethylene chloride). Reaction conditions: time 2 hour. Yields the product ClC(C)C1=NC=CC=C1 (2-(1-chloroethyl)-pyridine). As a reaction SMILES: [CH2:1]([C:3]1[CH:8]=[CH:7][CH:6]=[CH:5][N:4]=1)[CH3:2].[Cl:9]N1C(=O)N(Cl)C(=O)N(Cl)C1=O>C(Cl)CCl>[Cl:9][CH:1]([C:3]1[CH:8]=[CH:7][CH:6]=[CH:5][N:4]=1)[CH3:2]. Procedure details: A solution of 107.16 g (1 mole) of 2-ethyl-pyridine in 400 ml of ethylene chloride was heated at reflux while adding in portions 150 g (0.65 mole) of trichloroisocyanuric acid (min. 90% available chlorine) over 5 hours and the mixture was stirred for another 2 hours and then cooled and vacuum filtered. The filtrate was washed with 50 ml of 5% of potassium hydroxide, dried over MgSO4 and evaporated to dryness. Starting materials: ClCC(=O)Cl (Chloroacetyl chloride), ONCCCP(O)(O)=O (3-(N-hydroxyamino)propylphosphonic acid), [OH-].[Na+] (sodium hydroxide), C([O-])(O)=O.[Na+] (sodium bicarbonate). Run in O (water), CC(=O)C (acetone). Conditions: temperature 60 celsius, time 8 hour. The product is ClCC(=O)N(O)CCCP(O)(O)=O (3-(N-chloroacetyl-N-hydroxyamino)propylphosphonic acid). Yield: 50.4%. Reaction SMILES: [Cl:1][CH2:2][C:3](Cl)=[O:4].[OH:6][NH:7][CH2:8][CH2:9][CH2:10][P:11](=[O:14])([OH:13])[OH:12].C(=O)(O)[O-].[Na+].[OH-].[Na+]>O.CC(C)=O>[Cl:1][CH2:2][C:3]([N:7]([CH2:8][CH2:9][CH2:10][P:11](=[O:12])([OH:14])[OH:13])[OH:6])=[O:4] |f:2.3,4.5|. Procedure: Chloroacetyl chloride (4.52 g.) was added dropwise to a solution of 3-(N-hydroxyamino)propylphosphonic acid (2.46 g.) in a mixture of water (15 ml.) and acetone (15 ml.) over a 20 minutes-interval with stirring under ice-cooling and maintaining the pH at around 7-8 by adding 5% aqueous sodium bicarbonate solution. After stirring for further hour, the reaction mixture was adjusted to pH 9 with 1 N aqueous sodium hydroxide solution and stirred at ambient temperature for 35 minutes. After acetone w... Reactants: C1CCOC1, CC#N, CC(C)(C)[O-], CCOC(C)=O, C[Si](C)(C)CCOCn1ccc2c(-c3cnn(C(CC#N)C4CCCC4)c3)ncnc21, [Cl-], [K+], [NH4+]. The product is C[Si](C)(C)CCOCn1ccc2c(-c3cn[nH]c3)ncnc21. RXN SMILES: [CH2:41]1[O:42][CH2:43][CH2:44][CH2:45]1.[CH3:32][C:33]#[N:34].[CH3:35][C:36]([CH3:37])([O-:38])[CH3:39].[CH3:46][CH2:47][O:48][C:49](=[O:50])[CH3:51].[CH:1]1([CH:2]([CH2:3][C:4]#[N:5])[n:10]2[n:11][cH:12][c:13](-[c:15]3[c:16]4[c:17]([n:18][cH:19][n:20]3)[n:21]([CH2:24][O:25][CH2:26][CH2:27][Si:28]([CH3:29])([CH3:30])[CH3:31])[cH:22][cH:23]4)[cH:14]2)[CH2:6][CH2:7][CH2:8][CH2:9]1.[Cl-:52].[K+:40].[NH4+:53]>>[nH:10]1[n:11][cH:12][c:13](-[c:15]2[c:16]3[c:17]([n:18][cH:19][n:20]2)[n:21]([CH2:24][O:25][CH2:26][CH2:27][Si:28]([CH3:29])([CH3:30])[CH3:31])[cH:22][cH:23]3)[cH:14]1. Reactants: COC(=O)Cl, CC(C)(C)OC(=O)N1CCC(C=C(Br)Br)CC1, [Li]CCCC, CCOCC, [Cl-], [NH4+], C1CCOC1. Yields the product COC(=O)C#CC1CCN(C(=O)OC(C)(C)C)CC1. RXN SMILES: [C:23]([O:24][CH3:25])(=[O:26])[Cl:27].[C:6]([CH3:7])([CH3:8])([CH3:9])[O:10][C:11](=[O:12])[N:13]1[CH2:14][CH2:15][CH:16]([CH:19]=[C:20]([Br:21])[Br:22])[CH2:17][CH2:18]1.[CH2:1]([Li:2])[CH2:3][CH2:4][CH3:5].[CH3:35][CH2:36][O:37][CH2:38][CH3:39].[Cl-:28].[NH4+:29].[O:30]1[CH2:31][CH2:32][CH2:33][CH2:34]1>>[C:6]([CH3:7])([CH3:8])([CH3:9])[O:10][C:11](=[O:12])[N:13]1[CH2:14][CH2:15][CH:16]([C:19]#[C:20][C:23]([O:24][CH3:25])=[O:26])[CH2:17][CH2:18]1. The reactants are [Br-].[Br-].[Br-].C1(=CC=CC=C1)[N+](C)(C)C.C1(=CC=CC=C1)[N+](C)(C)C.C1(=CC=CC=C1)[N+](C)(C)C (Phenyltrimethylammonium tribromide), C(C1=CC=CC=C1)OC1=C(C=C(C=C1)C(C)=O)[N+](=O)[O-] (1-(4-Benzyloxy-3-nitrophenyl)ethanone), C([O-])(O)=O.[Na+] (sodium bicarbonate), S(=S)(=O)([O-])[O-].[Na+].[Na+] (sodium thiosulfate). Run in C1CCOC1 (THF). Conditions: time 12 hour. The product is C(C1=CC=CC=C1)OC1=C(C=C(C=C1)C(CBr)=O)[N+](=O)[O-] (1-(4-Benzyloxy-3-nitrophenyl)-2-bromoethanone). Yield: 80.7%. RXN SMILES: [Br-:1].[Br-].[Br-].C1([N+](C)(C)C)C=CC=CC=1.C1([N+](C)(C)C)C=CC=CC=1.C1([N+](C)(C)C)C=CC=CC=1.[CH2:34]([O:41][C:42]1[CH:47]=[CH:46][C:45]([C:48](=[O:50])[CH3:49])=[CH:44][C:43]=1[N+:51]([O-:53])=[O:52])[C:35]1[CH:40]=[CH:39][CH:38]=[CH:37][CH:36]=1.C(=O)(O)[O-].[Na+].S([O-])([O-])(=O)=S.[Na+].[Na+]>C1COCC1>[CH2:34]([O:41][C:42]1[CH:47]=[CH:46][C:45]([C:48](=[O:50])[CH2:49][Br:1])=[CH:44][C:43]=1[N+:51]([O-:53])=[O:52])[C:35]1[CH:36]=[CH:37][CH:38]=[CH:39][CH:40]=1 |f:0.1.2.3.4.5,7.8,9.10.11|. Reported procedure: Phenyltrimethylammonium tribromide (1.46 g, 3.90 mmol) was added to a solution of 1-(4-benzyloxy-3-nitrophenyl)ethanone (2) (1.04 g, 3.82 mmol) in anhydrous THF (15 mL) in three portions. The reaction mixture was stirred at rt for 12 h. Then an aqueous sodium bicarbonate solution (5%, 10 mL) and an aqueous sodium thiosulfate solution (10%, 5 mL) were added. The mixture was extracted with dichloromethane, and combined organics were concentrated by rotary evaporation. The resulting residue was pur...